Dataset: the Open Reaction Database (ORD), a public repository of structured organic reaction records. Task: describe an organic reaction: reactants, conditions, products, and yield Reactants: Oc1ccccc1OCc1ccccc1, Cc1ccccc1, O=S(=O)(Cl)Cl. Yields the product Oc1ccc(Cl)cc1OCc1ccccc1. Reaction SMILES: [CH2:6]([c:7]1[cH:8][cH:9][cH:10][cH:11][cH:12]1)[O:13][c:14]1[c:15]([OH:20])[cH:16][cH:17][cH:18][cH:19]1.[CH3:21][c:22]1[cH:23][cH:24][cH:25][cH:26][cH:27]1.[S:1]([Cl:2])(=[O:3])([Cl:4])=[O:5]>>[Cl:4][c:18]1[cH:17][cH:16][c:15]([OH:20])[c:14]([O:13][CH2:6][c:7]2[cH:8][cH:9][cH:10][cH:11][cH:12]2)[cH:19]1. Reactants: [NH4+].[NH4+].[O-][Mo](=O)(=O)[O-] (ammonium molybdate), [Mg] (Magnesium), MG(NO3)2, [NH4+].[NH4+].[O-][Mo](=O)(=O)[O-] (ammonium molybdate). Product: [NH4+].[O-][Mo](=O)(=O)[O-].[O-][Mo](=O)(=O)[O-] (ammonium dimolybdate). RXN SMILES: [Mg].[NH4+:2].[NH4+].[O-:4][Mo:5]([O-:8])(=[O:7])=[O:6]>>[NH4+:2].[O-:7][Mo:5]([O-:8])(=[O:6])=[O:4].[O-:7][Mo:5]([O-:8])(=[O:6])=[O:4] |f:1.2.3,4.5.6|. Procedure: In one example, the source of molybdenum was acid-washed technical grade MoO3. A series of tests was run in each of which 60 grams of MoO3 was digested in 200 ml NH4OH in a 600 ml pressure reactor to form ammonium molybdate solution. Digestion times varied between one and three hours and digestion temperatures varied between 40° and 80° C. Magnesium was added in the form of 2M MG(NO3)2 6H2O and the amount added varied between 1 ml and 3.8 ml. The molarity of the NH4OH varied between 4.46 (which ... Reactants: solution, C(C)[Zn]CC (diethylzinc), mixture, compounds 6, C(C1=CC=CC=C1)=O (benzaldehyde). The solvent is CCCCCC (hexane). Reaction conditions: time 17 hour. Product: C1(=CC=CC=C1)C(CC)O (1-phenyl-1-propanol). The yield is 25.0%. RXN SMILES: C([Zn][CH2:4][CH3:5])C.[CH:6](=[O:13])[C:7]1[CH:12]=[CH:11][CH:10]=[CH:9][CH:8]=1>CCCCCC>[C:7]1([CH:6]([OH:13])[CH2:4][CH3:5])[CH:12]=[CH:11][CH:10]=[CH:9][CH:8]=1. Reported procedure: To 2.2 mL solution of diethylzinc in hexane, 0.2 mL of benzaldehyde and 2 mg of a mixture of compounds 6 and 7 was added. After 17 h, the reaction was quenched by the addition of a few drops of saturated ammonium chloride. Solvent extraction (CH2Cl2/H2O), followed by drying and evaporation of the organic solvent, and flash chromatography, resulted in the isolation of the addition product (1-phenyl-1-propanol) in 25% yield. Reaction SMILES: [Cl:1][c:2]1[c:3]([O:19][S:20]([C:21]([F:22])([F:23])[F:24])(=[O:25])=[O:26])[c:4]2[c:5]([cH:17][cH:18]1)[CH2:6][CH2:7][N:8]([C:11]([C:12]([F:13])([F:14])[F:15])=[O:16])[CH2:9][CH2:10]2.[NH2:27][CH2:28][c:29]1[c:30]2[cH:31][cH:32][n:33]([CH3:38])[c:34]2[cH:35][cH:36][cH:37]1>>[Cl:1][c:2]1[c:3]([NH:27][CH2:28][c:29]2[c:30]3[cH:31][cH:32][n:33]([CH3:38])[c:34]3[cH:35][cH:36][cH:37]2)[c:4]2[c:5]([cH:17][cH:18]1)[CH2:6][CH2:7][N:8]([C:11]([C:12]([F:13])([F:14])[F:15])=[O:16])[CH2:9][CH2:10]2. Product: Cn1ccc2c(CNc3c(Cl)ccc4c3CCN(C(=O)C(F)(F)F)CC4)cccc21. Starting materials: O=C(N1CCc2ccc(Cl)c(OS(=O)(=O)C(F)(F)F)c2CC1)C(F)(F)F, Cn1ccc2c(CN)cccc21. Reactants: intermediate 19, CC1(OC2=C(C1)C=CC=C2O)C (2,2-dimethyl-2,3-dihydro-benzofuran-7-ol), COC(C(CC1CCCC1)Br)=O (2-bromo-3-cyclopentyl-propionic acid methyl ester), ClC=1C(N(N=CC1Cl)C1OCCCC1)=O (4,5-dichloro-2-(tetrahydropyran-2-yl)-2H-pyridazin-3-one), ClC=1C(N(N=CC1Cl)C1OCCCC1)=O (4,5-dichloro-2-(tetrahydropyran-2-yl)-2H-pyridazin-3-one), COC(C(CC1CCCC1)Br)=O (2-bromo-3-cyclopentyl-propionic acid methyl ester). The product is C1(CCCC1)CC(C(=O)O)N1N=CC(=CC1=O)OC1=CC=CC=2CC(OC21)(C)C (3-cyclopentyl-2-[4-(2,2-dimethyl-2,3-dihydro-benzofuran-7-yloxy)-6-oxo-6H-pyridazin-1-yl]-propionic acid). RXN SMILES: Cl[C:2]1[C:3](=[O:15])[N:4](C2CCCCO2)[N:5]=[CH:6][C:7]=1Cl.[CH3:16][C:17]1([CH3:27])[CH2:21][C:20]2[CH:22]=[CH:23][CH:24]=[C:25]([OH:26])[C:19]=2[O:18]1.C[O:29][C:30](=[O:39])[CH:31](Br)[CH2:32][CH:33]1[CH2:37][CH2:36][CH2:35][CH2:34]1>>[CH:33]1([CH2:32][CH:31]([N:4]2[C:3](=[O:15])[CH:2]=[C:7]([O:26][C:25]3[C:19]4[O:18][C:17]([CH3:27])([CH3:16])[CH2:21][C:20]=4[CH:22]=[CH:23][CH:24]=3)[CH:6]=[N:5]2)[C:30]([OH:29])=[O:39])[CH2:37][CH2:36][CH2:35][CH2:34]1. Procedure details: In an analogous manner to the stepwise sequence outlined in intermediate 19, starting from 4,5-dichloro-2-(tetrahydropyran-2-yl)-2H-pyridazin-3-one (Intermediate 20) and 2,2-dimethyl-2,3-dihydro-benzofuran-7-ol and alkylating with 2-bromo-3-cyclopentyl-propionic acid methyl ester (Intermediate 10) afforded 3-cyclopentyl-2-[4-(2,2-dimethyl-2,3-dihydro-benzofuran-7-yloxy)-6-oxo-6H-pyridazin-1-yl]-propionic acid as a white solid (14 g, 91% for the final step); LC-MS: tR=3.73 min, 399 [M+H]+. HPLC: ... Starting materials: NC1=C(C(=O)O)C=CC(=C1)C(=O)O (2-amino terephthalic acid), material, Product, product. The solvent is C1(=CC=CC=C1)OC1=CC=CC=C1 (diphenyl ether), C1(CCCCC1)=O (cyclohexanone), C1(CCCCC1)=O (Cyclohexanone). Reaction conditions: temperature 250 celsius. Yields the product O=C1C=2CCCCC2NC=2C=C(C=CC12)C(=O)O (9-oxo-5,6,7,8,9,10-hexahydro-acridine-3-carboxylic acid). RXN SMILES: [NH2:1][C:2]1[CH:10]=[C:9]([C:11]([OH:13])=[O:12])[CH:8]=[CH:7][C:3]=1[C:4]([OH:6])=O>C1(OC2C=CC=CC=2)C=CC=CC=1.C1(=O)CCCCC1>[O:6]=[C:4]1[C:3]2[CH:7]=[CH:8][C:9]([C:11]([OH:13])=[O:12])=[CH:10][C:2]=2[NH:1][C:3]2[CH2:7][CH2:8][CH2:9][CH2:10][C:2]1=2. Reported procedure: To a suspension of 2-amino terephthalic acid (12 g, 6.6 mmols) in diphenyl ether (120 mL), cyclohexanone (25 mL) was added and the reaction mixture was heated to 250° C. for 10 min. Reaction completion was monitored by LC/MS (75% starting material and 25% Product formation was observed). Cyclohexanone (25 mL) was added and the reaction mixture was heated to 250° C. for another 10 min. (LC/MS showed 50% product formation). The above process was repeated till LC/MS showed complete product formatio... As a reaction SMILES: [CH2:1]([O:3][CH2:4][CH2:5][O:6][C:7]1[CH:12]=[CH:11][C:10]([C:13]2[CH:14]=[CH:15][C:16]3[N:22]([CH:23]=[O:24])[CH2:21][CH2:20][C:19]([C:25]([OH:27])=O)=[CH:18][C:17]=3[CH:28]=2)=[CH:9][CH:8]=1)[CH3:2].S(Cl)(Cl)=O.[CH3:33][N:34]([CH:36]=O)[CH3:35]>>[CH2:1]([O:3][CH2:4][CH2:5][O:6][C:7]1[CH:8]=[CH:9][C:10]([C:13]2[CH:14]=[CH:15][C:16]3[N:22]([CH:23]=[O:24])[CH2:21][CH2:20][C:19]([C:25]([NH:22][C:16]4[CH:17]=[CH:28][C:13]([CH2:36][N:34]([CH3:33])[CH:35]5[CH2:5][CH2:4][O:3][CH2:1][CH2:2]5)=[CH:14][CH:15]=4)=[O:27])=[CH:18][C:17]=3[CH:28]=2)=[CH:11][CH:12]=1)[CH3:2]. Run at time 8 hour. Yields the product C(C)OCCOC1=CC=C(C=C1)C=1C=CC2=C(C=C(CCN2C=O)C(=O)NC2=CC=C(C=C2)CN(C2CCOCC2)C)C1 (7-[4-(2-ethoxyethoxy)phenyl]-1-formyl-N-[4-[[N-methyl-N-(tetrahydro-2H-pyran-4-yl)amino]methyl]phenyl]-2,3-dihydro-1H-1-benzazepine-4-carboxamide). Procedure: In DMF (10 ml) was dissolved 7-[4-(2-ethoxyethoxy)phenyl]-1-formyl-2,3-dihydro-1H-1-benzazepine 4-carboxylic acid (0.18 g). To the solution was added, under ice-cooling, thionyl chloride (0.09 ml), and the mixture was stirred at room temperature for 30 minutes. Under reduced pressure, the solvent was evaporated, and the residue was dissolved in THF (20 ml). The solution was added dropwise to a solution of 4-[N-methyl-N-(tetrahydro-2H-pyran-4-yl)aminomethyl]aniline (0.12 g) and triethylamine (0.3... Reactants: C(C)OCCOC1=CC=C(C=C1)C=1C=CC2=C(C=C(CCN2C=O)C(=O)O)C1 (7-[4-(2-ethoxyethoxy)phenyl]-1-formyl-2,3-dihydro-1H-1-benzazepine 4-carboxylic acid), CN(C)C=O (DMF), S(=O)(Cl)Cl (thionyl chloride). Starting materials: Cl (hydrochloric acid), CN1C(N(C2=C(C1=O)C=CS2)CC(C)C)=O (1,2,3,4-tetrahydro-3-methyl-1-(2-methylpropyl)-2,4-dioxothieno[2,3-d]pyrimidine), O (water), CN(C=O)C (dimethylformamide). Solvent: P(=O)(Cl)(Cl)Cl (phosphorus oxychloride). Reaction conditions: temperature 100 celsius, time 1 hour. The product is CN1C(N(C2=C(C1=O)C=C(S2)C=O)CC(C)C)=O (1,2,3,4-tetrahydro-3-methyl-1-(2-methylpropyl)-2,4-dioxothieno[2,3-d]pyrimidine-6-carboxaldehyde). As a reaction SMILES: [CH3:1][N:2]1[C:7](=[O:8])[C:6]2[CH:9]=[CH:10][S:11][C:5]=2[N:4]([CH2:12][CH:13]([CH3:15])[CH3:14])[C:3]1=[O:16].CN(C)[CH:19]=[O:20].O.Cl>P(Cl)(Cl)(Cl)=O>[CH3:1][N:2]1[C:7](=[O:8])[C:6]2[CH:9]=[C:10]([CH:19]=[O:20])[S:11][C:5]=2[N:4]([CH2:12][CH:13]([CH3:14])[CH3:15])[C:3]1=[O:16]. Procedure details: 1,2,3,4-tetrahydro-3-methyl-1-(2-methylpropyl)-2,4-dioxothieno[2,3-d]pyrimidine (300 mg; WO98/54190) was dissolved in phosphorus oxychloride (4 ml) and dimethylformamide (2 ml) was added. The mixture was then heated to 100° C. with stirring under nitrogen for 1 hour. The mixture was allowed to cool to ambient temperature and then added dropwise to vigorously stirred hot water (˜50° C.), containing a small amount of 2M hydrochloric acid. The mixture formed was allowed to cool to ambient temperatu... Reactants: C(C)OC=1N(C(C2=C(N1)C(NC=C2)=O)=O)C2=CC=C(C=C2)OCC(F)(F)F (2-ethoxy-3-[4-(2,2,2-trifluoroethoxy)phenyl]-3,7-dihydropyrido[3,4-d]pyrimidine-4,8-dione), P(=O)(Cl)(Cl)Cl (phosphorus oxychloride). Conditions: temperature 100 celsius, time 5 hour. Yields the product ClC1=NC=CC2=C1NC(N(C2=O)C2=CC=C(C=C2)OCC(F)(F)F)=O (8-chloro-3-[4-(2,2,2-trifluoroethoxy)phenyl]pyrido[3,4-d]pyrimidine-2,4(1H,3H)-dione). RXN SMILES: C([O:3][C:4]1[N:5]([C:16]2[CH:21]=[CH:20][C:19]([O:22][CH2:23][C:24]([F:27])([F:26])[F:25])=[CH:18][CH:17]=2)[C:6](=[O:15])[C:7]2[CH:13]=[CH:12][NH:11][C:10](=O)[C:8]=2[N:9]=1)C.P(Cl)(Cl)([Cl:30])=O>>[Cl:30][C:10]1[C:8]2[NH:9][C:4](=[O:3])[N:5]([C:16]3[CH:21]=[CH:20][C:19]([O:22][CH2:23][C:24]([F:27])([F:26])[F:25])=[CH:18][CH:17]=3)[C:6](=[O:15])[C:7]=2[CH:13]=[CH:12][N:11]=1. Procedure: A mixture of 2-ethoxy-3-[4-(2,2,2-trifluoroethoxy)phenyl]-3,7-dihydropyrido[3,4-d]pyrimidine-4,8-dione (763 mg) and phosphorus oxychloride (10 ml) was stirred at 100° C. for 5 hr, allowed to be cooled to room temperature, and concentrated under reduced pressure. To the residue was added toluene, and the mixture was again concentrated under reduced pressure. The residue was purified by silica gel column chromatography (hexane/ethyl acetate) to give the title compound (437 mg).